From a dataset of the Open Reaction Database (ORD), a public repository of structured organic reaction records. describe an organic reaction: reactants, conditions, products, and yield Starting materials: aqueous solution, [OH-].C[N+](C)(C)C (tetramethylammonium hydroxide), C(CCCCCCCCC)C1CCC(=O)O1 (gamma-n-decyl-gamma-butyrolactone). The product is OC(CCC(=O)[O-])CCCCCCCCCC.C[N+](C)(C)C (tetramethylammonium gamma-hydroxytetradecanoate). As a reaction SMILES: [OH-:1].[CH3:2][N+:3]([CH3:6])([CH3:5])[CH3:4].[CH2:7]([CH:17]1[O:22][C:20](=[O:21])[CH2:19][CH2:18]1)[CH2:8][CH2:9][CH2:10][CH2:11][CH2:12][CH2:13][CH2:14][CH2:15][CH3:16]>>[OH:22][CH:17]([CH2:7][CH2:8][CH2:9][CH2:10][CH2:11][CH2:12][CH2:13][CH2:14][CH2:15][CH3:16])[CH2:18][CH2:19][C:20]([O-:21])=[O:1].[CH3:2][N+:3]([CH3:6])([CH3:5])[CH3:4] |f:0.1,3.4|. Reported procedure: Using the procedure of Example 3, 13 g of a 25% aqueous solution of tetramethylammonium hydroxide is allowed to react with 6.79 grams of gamma-n-decyl-gamma-butyrolactone. After removal of water and extraction by n-hexane, a quantitative yield of purified tetramethylammonium gamma-hydroxytetradecanoate is obtained. This white solid product has good detergent properties even in hard water. Starting materials: Br, COc1ccc(-c2ccc3nc(N4CCC(N5CCCCC5)C4)sc3c2)nn1. Product: Oc1ccc(-c2ccc3nc(N4CCC(N5CCCCC5)C4)sc3c2)nn1. RXN SMILES: [BrH:29].[CH3:1][O:2][c:3]1[cH:4][cH:5][c:6](-[c:9]2[cH:10][c:11]3[c:12]([n:13][c:14]([N:16]4[CH2:17][CH:18]([N:21]5[CH2:22][CH2:23][CH2:24][CH2:25][CH2:26]5)[CH2:19][CH2:20]4)[s:15]3)[cH:27][cH:28]2)[n:7][n:8]1>>[OH:2][c:3]1[cH:4][cH:5][c:6](-[c:9]2[cH:10][c:11]3[c:12]([n:13][c:14]([N:16]4[CH2:17][CH:18]([N:21]5[CH2:22][CH2:23][CH2:24][CH2:25][CH2:26]5)[CH2:19][CH2:20]4)[s:15]3)[cH:27][cH:28]2)[n:7][n:8]1. Reactants: CCOP(=O)(C#N)OCC, ClCCl, COc1ccc(-c2ccc(C(=O)O)cc2)cc1, CN1CCOCC1, Cl, COc1ccc(CNS(=O)(=O)c2ccc3snc(NCCCN)c3c2)cc1. Product: COc1ccc(CNS(=O)(=O)c2ccc3snc(NCCCNC(=O)c4ccc(-c5ccc(OC)cc5)cc4)c3c2)cc1. Reaction SMILES: [C:18]([P:19](=[O:20])([O:21][CH2:22][CH3:23])[O:24][CH2:25][CH3:26])#[N:27].[CH2:62]([Cl:63])[Cl:64].[CH3:1][O:2][c:3]1[cH:4][cH:5][c:6](-[c:9]2[cH:10][cH:11][c:12]([C:15](=[O:16])[OH:17])[cH:13][cH:14]2)[cH:7][cH:8]1.[CH3:28][N:29]1[CH2:30][CH2:31][O:32][CH2:33][CH2:34]1.[ClH:65].[NH2:35][CH2:36][CH2:37][CH2:38][NH:39][c:40]1[n:41][s:42][c:43]2[c:44]1[cH:45][c:46]([S:49](=[O:50])(=[O:51])[NH:52][CH2:53][c:54]1[cH:55][cH:56][c:57]([O:60][CH3:61])[cH:58][cH:59]1)[cH:47][cH:48]2>>[CH3:1][O:2][c:3]1[cH:4][cH:5][c:6](-[c:9]2[cH:10][cH:11][c:12]([C:15](=[O:17])[NH:35][CH2:36][CH2:37][CH2:38][NH:39][c:40]3[n:41][s:42][c:43]4[c:44]3[cH:45][c:46]([S:49](=[O:50])(=[O:51])[NH:52][CH2:53][c:54]3[cH:55][cH:56][c:57]([O:60][CH3:61])[cH:58][cH:59]3)[cH:47][cH:48]4)[cH:13][cH:14]2)[cH:7][cH:8]1. The reactants are [BH4-], CO, Cc1cccc(C(=O)C(F)(F)C(F)F)c1, [Na+], O. Yields the product Cc1cccc(C(O)C(F)(F)C(F)F)c1. As a reaction SMILES: [BH4-:16].[CH3:18][OH:19].[F:1][C:2]([C:3](=[O:4])[c:5]1[cH:6][c:7]([CH3:11])[cH:8][cH:9][cH:10]1)([CH:12]([F:13])[F:14])[F:15].[Na+:17].[OH2:20]>>[F:1][C:2]([CH:3]([OH:4])[c:5]1[cH:6][c:7]([CH3:11])[cH:8][cH:9][cH:10]1)([CH:12]([F:13])[F:14])[F:15]. The reactants are [Li]CCCC, Cc1cc2ccccc2[nH]1, CCOCC, CC(C)(C)[O-], COc1ccc(F)cc1C(C)(C)CC(=O)C(F)(F)F, [K+]. Product: COc1ccc(F)cc1C(C)(C)CC(O)(Cc1cc2ccccc2[nH]1)C(F)(F)F. As a reaction SMILES: [CH2:1]([Li:2])[CH2:3][CH2:4][CH3:5].[CH3:12][c:13]1[nH:14][c:15]2[cH:16][cH:17][cH:18][cH:19][c:20]2[cH:21]1.[CH3:41][CH2:42][O:43][CH2:44][CH3:45].[CH3:6][C:7]([CH3:8])([O-:9])[CH3:10].[F:22][C:23]([C:24]([CH2:25][C:26]([CH3:27])([CH3:28])[c:29]1[c:30]([O:36][CH3:37])[cH:31][cH:32][c:33]([F:35])[cH:34]1)=[O:38])([F:39])[F:40].[K+:11]>>[CH2:12]([c:13]1[nH:14][c:15]2[cH:16][cH:17][cH:18][cH:19][c:20]2[cH:21]1)[C:24]([C:23]([F:22])([F:39])[F:40])([CH2:25][C:26]([CH3:27])([CH3:28])[c:29]1[c:30]([O:36][CH3:37])[cH:31][cH:32][c:33]([F:35])[cH:34]1)[OH:38].